This data is from the Open Reaction Database (ORD), a public repository of structured organic reaction records. The task is: describe an organic reaction: reactants, conditions, products, and yield Starting materials: COC1=CC=C(C2=CC=CC=C12)C#N (1-methoxy-4-naphthonitrile), [Cl-].[Al+3].[Cl-].[Cl-] (aluminum chloride). The solvent is C1=CC=CC=C1 (benzene). Product: OC1=CC=C(C2=CC=CC=C12)C#N (1-hydroxy-4-naphthonitrile). Reaction SMILES: C[O:2][C:3]1[C:12]2[C:7](=[CH:8][CH:9]=[CH:10][CH:11]=2)[C:6]([C:13]#[N:14])=[CH:5][CH:4]=1.[Cl-].[Al+3].[Cl-].[Cl-]>C1C=CC=CC=1>[OH:2][C:3]1[C:12]2[C:7](=[CH:8][CH:9]=[CH:10][CH:11]=2)[C:6]([C:13]#[N:14])=[CH:5][CH:4]=1 |f:1.2.3.4|. Procedure: Ten grams of 1-methoxy-4-naphthonitrile was dissolved in 270 ml of benzene, 15.4 grams of aluminum chloride was added thereto, and the mixture was heated to reflux for eighteen hours with stirring. After the reaction was completed, the reaction mixture was partitioned between ethyl acetate and water, the ethyl acetate layer was dried with anhydrous magnesium sulfate, and the solvent was evaporated to afford crude 1-hydroxy-4-naphthonitrile. This was dissolved in 250 ml of dimethyl formamide, 3.3... Reactants: NC[C@@H]1CN(CCO[C@H]1C1=CC(=C(C=C1)Cl)F)C(=O)OC(C)(C)C (tert-butyl (6R,7R)-6-(aminomethyl)-7-(4-chloro-3-fluorophenyl)-1,4-oxazepane-4-carboxylate), CC(C)OCC(=O)O ((1-methylethoxy)acetic acid), N1(N=NC2=C1C=CC=C2)O (1H-benzotriazol-1-ol), Cl.CN(CCCN=C=NCC)C (N-[3-(dimethylamino)propyl]-N′-ethylcarbodiimide hydrochloride). The solvent is C1CCOC1 (THF), C(C)N(CC)CC (triethylamine). Reaction conditions: time 8 hour. Yields the product ClC1=C(C=C(C=C1)[C@H]1[C@@H](CN(CCO1)C(=O)OC(C)(C)C)CNC(COC(C)C)=O)F (tert-butyl (6R,7R)-7-(4-chloro-3-fluorophenyl)-6-({[(1-methylethoxy)acetyl]amino}methyl)-1,4-oxazepane-4-carboxylate). Yield: 100.1%. Reaction SMILES: [NH2:1][CH2:2][C@H:3]1[C@H:9]([C:10]2[CH:15]=[CH:14][C:13]([Cl:16])=[C:12]([F:17])[CH:11]=2)[O:8][CH2:7][CH2:6][N:5]([C:18]([O:20][C:21]([CH3:24])([CH3:23])[CH3:22])=[O:19])[CH2:4]1.[CH3:25][CH:26]([O:28][CH2:29][C:30](O)=[O:31])[CH3:27].N1(O)C2C=CC=CC=2N=N1.Cl.CN(C)CCCN=C=NCC>C1COCC1.C(N(CC)CC)C>[Cl:16][C:13]1[CH:14]=[CH:15][C:10]([C@@H:9]2[O:8][CH2:7][CH2:6][N:5]([C:18]([O:20][C:21]([CH3:24])([CH3:23])[CH3:22])=[O:19])[CH2:4][C@H:3]2[CH2:2][NH:1][C:30](=[O:31])[CH2:29][O:28][CH:26]([CH3:27])[CH3:25])=[CH:11][C:12]=1[F:17] |f:3.4|. Procedure: To a solution of tert-butyl (6R,7R)-6-(aminomethyl)-7-(4-chloro-3-fluorophenyl)-1,4-oxazepane-4-carboxylate (300 mg), (1-methylethoxy)acetic acid (119 mg), 1H-benzotriazol-1-ol (136 mg) and triethylamine (0.291 ml) in THF (4.2 mL) was added N-[3-(dimethylamino)propyl]-N′-ethylcarbodiimide hydrochloride (192 mg), and the mixture was stirred at room temperature overnight. To the reaction mixture was added distilled water, and the mixture was extracted with ethyl acetate. The extract was washed wit... Product: N1=CC=CC2=CC=CC(=C12)S(=O)(=O)NC1=CC=C(C(=O)O)C=C1 (4-(quinoline-8-sulfonamido)benzoic acid). Conditions: temperature 70 celsius, time 8 hour. The solvent is C1CCOC1 (THF). Reported procedure: To a solution of 4-aminobenzoic acid (10 g, 73 mmol) in 100 mL of anhydrous THF was added pyridine (1.15 g, 146 mmol), and quinoline-8-sulfonyl chloride (20 g, 88 mmol) at 0° C. The resulting mixture was stirred at 70° C. overnight. After filtration, the residue was washed with EtOH and 14 g of title compound was obtained as pure product. Starting materials: NC1=CC=C(C(=O)O)C=C1 (4-aminobenzoic acid), N1=CC=CC=C1 (pyridine), N1=CC=CC2=CC=CC(=C12)S(=O)(=O)Cl (quinoline-8-sulfonyl chloride). Yield: 58.4%. As a reaction SMILES: [NH2:1][C:2]1[CH:10]=[CH:9][C:5]([C:6]([OH:8])=[O:7])=[CH:4][CH:3]=1.N1C=CC=CC=1.[N:17]1[C:26]2[C:21](=[CH:22][CH:23]=[CH:24][C:25]=2[S:27](Cl)(=[O:29])=[O:28])[CH:20]=[CH:19][CH:18]=1>C1COCC1>[N:17]1[C:26]2[C:21](=[CH:22][CH:23]=[CH:24][C:25]=2[S:27]([NH:1][C:2]2[CH:10]=[CH:9][C:5]([C:6]([OH:8])=[O:7])=[CH:4][CH:3]=2)(=[O:29])=[O:28])[CH:20]=[CH:19][CH:18]=1. Starting materials: ICC12CCC(CC1)O2, [K+], [K+], CC(C)(C)OC(=O)NC1CCNC1, O=C([O-])[O-], CN(C)C=O, O. Product: CC(C)(C)OC(=O)NC1CCN(CC23CCC(CC2)O3)C1. As a reaction SMILES: [I:14][CH2:15][C:16]12[CH2:17][CH2:18][CH:19]([CH2:20][CH2:21]1)[O:22]2.[K+:23].[K+:24].[NH:1]1[CH2:2][CH:3]([NH:6][C:7]([O:8][C:9]([CH3:10])([CH3:11])[CH3:12])=[O:13])[CH2:4][CH2:5]1.[O-:25][C:26]([O-:27])=[O:28].[O:30]=[CH:31][N:32]([CH3:33])[CH3:34].[OH2:29]>>[N:1]1([CH2:15][C:16]23[CH2:17][CH2:18][CH:19]([CH2:20][CH2:21]2)[O:22]3)[CH2:2][CH:3]([NH:6][C:7]([O:8][C:9]([CH3:10])([CH3:11])[CH3:12])=[O:13])[CH2:4][CH2:5]1.